Dataset: the Open Reaction Database (ORD), a public repository of structured organic reaction records. Task: describe an organic reaction: reactants, conditions, products, and yield The reactants are C(C)(=O)O[BH-](OC(C)=O)OC(C)=O.[Na+] (sodium triacetoxyborohydride), O=C1CCN(CC1)C1=CC=C(CC2C(NC(S2)=O)=O)C=C1 (5-[4-(4-Oxo-piperidine-1-yl)-benzyl]-thiazolidine-2,4-dione), C(C)(=O)O[BH-](OC(C)=O)OC(C)=O.[Na+] (sodium triacetoxyborohydride), C([O-])(O)=O.[Na+] (sodium bicarbonate), [BH4-].[Na+] (sodium borohydride), N(=[N+]=[N-])C[C@H](O)C=1C=CC(=C(C1)NS(=O)(=O)C)Cl (N-[5-((1R)-2-Azido-1-hydroxy-ethyl)-2-chloro-phenyl]-methanesulfonamide), copper(ll) sulfate pentahydrate. The reagents and catalysts are O.O.O.O.O.S(=O)(=O)([O-])[O-].[Cu+2] (copper(II) sulfate pentahydrate). Run in C(C)(=O)O (acetic acid), CN(C=O)C (N,N-dimethylformamide). Reaction conditions: time 2.5 hour. Yields the product ClC1=C(C=C(C=C1)[C@H](CNC1CCN(CC1)C1=CC=C(C=C1)CC1C(NC(S1)=O)=O)O)NS(=O)(=O)C (N-[2-Chloro-5-((1R)-2-{1-[4-(2,4-dioxo-thiazolidin-5-ylmethyl)-phenyl]-piperidine-4-ylamino}-1-hydroxy-ethyl)-phenyl]-methanesulfonamide). As a reaction SMILES: [BH4-].[Na+].[N:3]([CH2:6][C@@H:7]([C:9]1[CH:10]=[CH:11][C:12]([Cl:20])=[C:13]([NH:15][S:16]([CH3:19])(=[O:18])=[O:17])[CH:14]=1)[OH:8])=[N+]=[N-].C(O[BH-](OC(=O)C)OC(=O)C)(=O)C.[Na+].O=[C:36]1[CH2:41][CH2:40][N:39]([C:42]2[CH:55]=[CH:54][C:45]([CH2:46][CH:47]3[S:51][C:50](=[O:52])[NH:49][C:48]3=[O:53])=[CH:44][CH:43]=2)[CH2:38][CH2:37]1.C(=O)(O)[O-].[Na+]>CN(C)C=O.O.O.O.O.O.S([O-])([O-])(=O)=O.[Cu+2].C(O)(=O)C>[Cl:20][C:12]1[CH:11]=[CH:10][C:9]([C@@H:7]([OH:8])[CH2:6][NH:3][CH:36]2[CH2:41][CH2:40][N:39]([C:42]3[CH:55]=[CH:54][C:45]([CH2:46][CH:47]4[S:51][C:50](=[O:52])[NH:49][C:48]4=[O:53])=[CH:44][CH:43]=3)[CH2:38][CH2:37]2)=[CH:14][C:13]=1[NH:15][S:16]([CH3:19])(=[O:18])=[O:17] |f:0.1,3.4,6.7,9.10.11.12.13.14.15|. Procedure: To a stirred mixture of copper(ll) sulfate pentahydrate (0.042 g, 0.17 mmol) in N,N-dimethylformamide (15 mL) was added sodium borohydride (0.037 g, 1 mmol). To the resulting suspension was added N-[5-((1R)-2-azido-1-hydroxy-ethyl)-2-chloro-phenyl]-methanesulfonamide (which was obtained in Example 25) (0.11 g, 0.38 mmol). After stirring for 20 minutes more copper(II) sulfate pentahydrate (0.042 g, 0.17 mmol) and sodium triacetoxyborohydride (0.064 g, 0.3 mmol) was added. The reaction mixture was... The reactants are ClC1=CC=C(C=C1)/C=C/C=1N=C2N(C(C1)=O)C=CS2 (7-[(E)-2-(4-Chlorophenyl)vinyl]-5H-[1,3]thiazolo[3,2-a]pyrimidin-5-one), intermediate, II (iodine), ceric ammonium nitrate, O (water). The solvent is CC#N (CH3CN). Run at time 1 hour. Yields the product ClC1=CC=C(C=C1)/C=C/C=1N=C2N(C(C1I)=O)C=CS2 (7-[(E)-2-(4-Chlorophenyl)vinyl]-6-iodo-5H-[1,3]thiazolo[3,2-a]pyrimidin-5-one). RXN SMILES: [Cl:1][C:2]1[CH:7]=[CH:6][C:5](/[CH:8]=[CH:9]/[C:10]2[N:11]=[C:12]3[S:19][CH:18]=[CH:17][N:13]3[C:14](=[O:16])[CH:15]=2)=[CH:4][CH:3]=1.[I:20]I.O>CC#N>[Cl:1][C:2]1[CH:7]=[CH:6][C:5](/[CH:8]=[CH:9]/[C:10]2[N:11]=[C:12]3[S:19][CH:18]=[CH:17][N:13]3[C:14](=[O:16])[C:15]=2[I:20])=[CH:4][CH:3]=1. Reported procedure: A mixture of Step 2 intermediate (3.0 g, 0.018 mmol), iodine (2.75 g, 0.018 mmol) and ceric ammonium nitrate (CAN) (4.93 g, 0.009 mmol) in CH3CN (30 ml) was stirred at 80° C. for 2 h. The reaction mixture was allowed to cool to room temperature. Distilled water (50 ml) was added to the residue obtained after concentration of the reaction mixture and stirred at room temperature for 1 h. The reaction mixture was filtered, dried under vacuum to give 5.30 g of the product as a light yellow solid; 1H... Reactants: Cl (hydrochloric acid), O(C1=CC=CC=C1)C1=C(C=CC=C1)C(C(=O)N)=NOC (2-(2-phenoxyphenyl)-2-methoxyiminoacetamide), C([O-])(O)=O.[Na+] (sodium bicarbonate). Run in CC(=O)C (acetone). Yields the product O(C1=CC=CC=C1)C1=C(C=CC=C1)\C(\C(=O)N)=N/OC ((E)-2-(2-phenoxyphenyl)-2-methoxyiminoacetamide). Isolated yield 89.0%. As a reaction SMILES: [O:1]([C:8]1[CH:13]=[CH:12][CH:11]=[CH:10][C:9]=1[C:14](=[N:18][O:19][CH3:20])[C:15]([NH2:17])=[O:16])[C:2]1[CH:7]=[CH:6][CH:5]=[CH:4][CH:3]=1.Cl.C(=O)(O)[O-].[Na+]>CC(C)=O>[O:1]([C:8]1[CH:13]=[CH:12][CH:11]=[CH:10][C:9]=1/[C:14](=[N:18]\[O:19][CH3:20])/[C:15]([NH2:17])=[O:16])[C:2]1[CH:3]=[CH:4][CH:5]=[CH:6][CH:7]=1 |f:2.3|. Reported procedure: 2-(2-phenoxyphenyl)-2-methoxyiminoacetamide (E/Z=24/76) (5.05 g, 18.7 mmol) was dissolved in acetone (19 ml). Conc. hydrochloric acid (1.56 ml) was added, and the mixture was heated under reflux for 3 hours. After completion of the reaction, the reaction mixture was neutralized with a saturated aqueous solution of sodium bicarbonate and extracted with ether. The ether layer was washed with water and saturated brine, dried over anhydrous magnesium sulfate and concentrated under reduced pressure. ... Reactants: CCO, CC(Cn1c2ccccc2c2cc(C(N)=O)c(N)nc21)NC(=O)OCc1ccccc1. Product: CC(N)Cn1c2ccccc2c2cc(C(N)=O)c(N)nc21. As a reaction SMILES: [CH3:32][CH2:33][OH:34].[NH2:1][c:2]1[c:3]([C:29](=[O:30])[NH2:31])[cH:4][c:5]2[c:6]([n:7]([CH2:14][CH:15]([CH3:16])[NH:17][C:18](=[O:19])[O:20][CH2:21][c:22]3[cH:23][cH:24][cH:25][cH:26][cH:27]3)[c:8]3[cH:9][cH:10][cH:11][cH:12][c:13]23)[n:28]1>>[NH2:1][c:2]1[c:3]([C:29](=[O:30])[NH2:31])[cH:4][c:5]2[c:6]([n:7]([CH2:14][CH:15]([CH3:16])[NH2:17])[c:8]3[cH:9][cH:10][cH:11][cH:12][c:13]23)[n:28]1. The reactants are Cc1nc2nc(SCc3ccccc3)nn2c(Cl)c1Cl, [Cu], [Zn]. Yields the product Cc1nc2nc(SCc3ccccc3)nn2cc1Cl. RXN SMILES: [CH2:1]([c:2]1[cH:3][cH:4][cH:5][cH:6][cH:7]1)[S:8][c:9]1[n:10][n:11]2[c:12]([n:13][c:14]([CH3:19])[c:15]([Cl:18])[c:16]2[Cl:17])[n:20]1.[Cu:21].[Zn:22]>>[CH2:1]([c:2]1[cH:3][cH:4][cH:5][cH:6][cH:7]1)[S:8][c:9]1[n:10][n:11]2[c:12]([n:13][c:14]([CH3:19])[c:15]([Cl:18])[cH:16]2)[n:20]1. Starting materials: CCOC(=O)c1cc2c(O)ncnc2[nH]1, [Na+], O=C([O-])O, CN(C)C=O, O=S(Cl)Cl. The product is CCOC(=O)c1cc2c(Cl)ncnc2[nH]1. As a reaction SMILES: [CH2:1]([CH3:2])[O:3][C:4](=[O:5])[c:6]1[cH:7][c:8]2[c:9]([n:10][cH:11][n:12][c:13]2[OH:14])[nH:15]1.[Na+:24].[O-:20][C:21]([OH:22])=[O:23].[O:25]=[CH:26][N:27]([CH3:28])[CH3:29].[S:16]([Cl:17])([Cl:18])=[O:19]>>[CH2:1]([CH3:2])[O:3][C:4](=[O:5])[c:6]1[cH:7][c:8]2[c:9]([n:10][cH:11][n:12][c:13]2[Cl:18])[nH:15]1.